This data is from the Open Reaction Database (ORD), a public repository of structured organic reaction records. The task is: describe an organic reaction: reactants, conditions, products, and yield The reactants are CC(C(=O)C1=CC=C(OCC(=O)OC)C=C1)(C)Br (Methyl 4-(2,2-dimethylbromoacetyl)phenoxyacetate), N1=CC=C(C=C1)N1CCNCC1 (1-(4-pyridyl)piperazine). Run in C(C)#N (acetonitrile). Run at time 34 day. Yields the product N1=CC=C(C=C1)N1CCN(CC1)C(C(=O)C1=CC=C(OCC(=O)OC)C=C1)(C)C (Methyl 4-[2-[4-(4-pyridyl)piperazin-1-yl]-2,2-dimethyl-acetyl]phenoxyacetate). RXN SMILES: [CH3:1][C:2](Br)([CH3:17])[C:3]([C:5]1[CH:16]=[CH:15][C:8]([O:9][CH2:10][C:11]([O:13][CH3:14])=[O:12])=[CH:7][CH:6]=1)=[O:4].[N:19]1[CH:24]=[CH:23][C:22]([N:25]2[CH2:30][CH2:29][NH:28][CH2:27][CH2:26]2)=[CH:21][CH:20]=1>C(#N)C>[N:19]1[CH:24]=[CH:23][C:22]([N:25]2[CH2:26][CH2:27][N:28]([C:2]([CH3:17])([CH3:1])[C:3]([C:5]3[CH:16]=[CH:15][C:8]([O:9][CH2:10][C:11]([O:13][CH3:14])=[O:12])=[CH:7][CH:6]=3)=[O:4])[CH2:29][CH2:30]2)=[CH:21][CH:20]=1. Procedure: Methyl 4-(2,2-dimethylbromoacetyl)phenoxyacetate (1.58 g) was added to a stirred solution of 1-(4-pyridyl)piperazine (1.63 g) in acetonitrile (40 ml). After 34 days, the solid formed was removed by filtration and the filtrate evaporated to give an oil. Purification by flash chromatography on silica, eluting with 0.5 to 4.0% v/v methanol/dichloromethane gave the title compound, 240 mg, as a white foam: NMR (d6DMSO) δ 8.49 (2H, d), 8.12 (2H, d), 6.96 (2H, d), 6.77 (2H, d), 4.87 (2H, s), 3.69 (3H, ... Starting materials: ClC=1C(=NC=CN1)N (3-Chloropyrazin-2-amine), N1CCOCC1 (morpholine). Product: O1CCN(CC1)C=1C(=NC=CN1)N (3-Morpholinopyrazin-2-amine), solid. Yield: 74.0%. As a reaction SMILES: Cl[C:2]1[C:3]([NH2:8])=[N:4][CH:5]=[CH:6][N:7]=1.[NH:9]1[CH2:14][CH2:13][O:12][CH2:11][CH2:10]1>>[O:12]1[CH2:13][CH2:14][N:9]([C:2]2[C:3]([NH2:8])=[N:4][CH:5]=[CH:6][N:7]=2)[CH2:10][CH2:11]1. Procedure details: A solution of compound 1a (10.0 g, 76.9 mmol) in morpholine (42.3 g, 486 mmol) was stirred at 120° C. overnight. The mixture was concentrated under reduced pressure. The residue was then treated with DCM (200 mL). The solids were collected by filtration and washed with Et2O. Compound 1b was obtained as a white solid (11.0 g, 74% yield). Mass Spectrum (LCMS, ESI pos.): Calcd. for C8H12N4O: 181.1 (M+H). found: 181.2. The reactants are [H-].[Na+] (Sodium hydride), CI (methyl iodide), BrC1=C(C2=C(N=C1)N(C=C2)S(=O)(=O)C2=CC=C(C=C2)C)N (5-Bromo-1-[(4-methylphenyl)sulfonyl]-1H-pyrrolo[2,3-b]pyridin-4-amine), CN(C=O)C (N,N-dimethylformamide). Reaction conditions: time 2 hour. Yields the product BrC1=C(C2=C(N=C1)N(C=C2)S(=O)(=O)C2=CC=C(C=C2)C)N(C)C (5-Bromo-N,N-dimethyl-1-[(4-methylphenyl)sulfonyl]-1H-pyrrolo[2,3-b]pyridin-4-amine). Reaction SMILES: [H-].[Na+].CI.[Br:5][C:6]1[CH:11]=[N:10][C:9]2[N:12]([S:15]([C:18]3[CH:23]=[CH:22][C:21]([CH3:24])=[CH:20][CH:19]=3)(=[O:17])=[O:16])[CH:13]=[CH:14][C:8]=2C=1N.[CH3:26][N:27]([CH3:30])[CH:28]=O>>[Br:5][C:6]1[CH:11]=[N:10][C:9]2[N:12]([S:15]([C:18]3[CH:19]=[CH:20][C:21]([CH3:24])=[CH:22][CH:23]=3)(=[O:17])=[O:16])[CH:13]=[CH:14][C:8]=2[C:28]=1[N:27]([CH3:30])[CH3:26] |f:0.1|. Reported procedure: 55% Sodium hydride (19 mg) and methyl iodide (0.027 ml) were added to a solution of the compound obtained in Step 2 of Example 130 (64 mg) in N,N-dimethylformamide (3.6 ml) in an ice bath, and the mixture was stirred in an ice bath for 2 hours. The reaction solution was separated by adding an aqueous ammonium chloride solution and ethyl acetate. The resulting organic layer was washed with brine and dried over anhydrous sodium sulfate. The solvent was evaporated under reduced pressure. The result... Reactants: C(C)(=O)O (acetic acid), [OH-].[K+] (potassium hydroxide), C(N)(=O)C1=C(N=C(C(=N1)C1=CC=C(C=C1)C1=C(C=C(C=C1)CC(=O)OCC)C)C)C (ethyl 2-(4′-(6-carbamoyl-3,5-dimethylpyrazin-2-yl)-2-methylbiphenyl-4-yl)acetate), C(N)(=O)C1=C(N=C(C(=N1)C1=CC=C(C=C1)C1=C(C=C(C=C1)CC(=O)OCC)C)C)C (ethyl 2-(4′-(6-carbamoyl-3,5-dimethylpyrazin-2-yl)-2-methylbiphenyl-4-yl)acetate). Run in C(C)O (ethanol), C(C)(C)(C)O (tert-butanol). Conditions: temperature 45 celsius, time 1 hour. Yields the product C(N)(=O)C1=C(N=C(C(=N1)C1=CC=C(C=C1)C1=C(C=C(C=C1)CC(=O)O)C)C)C (2-(4′-(6-Carbamoyl-3,5-dimethylpyrazin-2-yl)-2-methylbiphenyl-4-yl)acetic acid). As a reaction SMILES: [OH-].[K+].[C:3]([C:6]1[N:11]=[C:10]([C:12]2[CH:17]=[CH:16][C:15]([C:18]3[CH:23]=[CH:22][C:21]([CH2:24][C:25]([O:27]CC)=[O:26])=[CH:20][C:19]=3[CH3:30])=[CH:14][CH:13]=2)[C:9]([CH3:31])=[N:8][C:7]=1[CH3:32])(=[O:5])[NH2:4].C(O)(=O)C>C(O)(C)(C)C.C(O)C>[C:3]([C:6]1[N:11]=[C:10]([C:12]2[CH:17]=[CH:16][C:15]([C:18]3[CH:23]=[CH:22][C:21]([CH2:24][C:25]([OH:27])=[O:26])=[CH:20][C:19]=3[CH3:30])=[CH:14][CH:13]=2)[C:9]([CH3:31])=[N:8][C:7]=1[CH3:32])(=[O:5])[NH2:4] |f:0.1|. Procedure: Powdered potassium hydroxide (65.9 mg, 1.17 mmol) was added in one portion to ethyl 2-(4′-(6-carbamoyl-3,5-dimethylpyrazin-2-yl)-2-methylbiphenyl-4-yl)acetate (Intermediate 12-1; 79 mg, 0.20 mmol) in tert-butanol (2 mL) at 45° C. under nitrogen. The resulting solution was stirred at 45° C. for 1 hour. The mixture was treated with acetic acid (0.090 mL, 1.57 mmol) in ethanol (1 mL) and stirred at room temperature for 10 minutes. The mixture was then evaporated under vacuum to give an off white so... Reported procedure: 5-(4-amino-2,5-difluorophenyl)-1-methyl-1H-pyrrole-2-carbonitrile (150 mg, 0.64 mmol) was dissolved in isopropyl sulfonyl chloride (1.0 mL, 9.0 mmol), pyridine (0.2 mL) was added and the mixture was heated to 100° C. for 6 hours. The mixture was then cooled, diluted with water and extracted with ethyl acetate. The organics were combined, washed with water, brine, dried over MgSO4, and concentrated. Flash chromatography (0%-100% ethyl acetate in hexane) afforded N-[4-(5-cyano-1-methyl-1H-pyrrol-2... Yields the product C(#N)C1=CC=C(N1C)C1=CC(=C(C=C1F)NS(=O)(=O)C(C)C)F (N-[4-(5-cyano-1-methyl-1H-pyrrol-2-yl)-2,5-difluorophenyl]propane-2-sulfonamide). The solvent is O (water). As a reaction SMILES: [NH2:1][C:2]1[C:7]([F:8])=[CH:6][C:5]([C:9]2[N:13]([CH3:14])[C:12]([C:15]#[N:16])=[CH:11][CH:10]=2)=[C:4]([F:17])[CH:3]=1.[CH:18]([S:21](Cl)(=[O:23])=[O:22])([CH3:20])[CH3:19].N1C=CC=CC=1>O>[C:15]([C:12]1[N:13]([CH3:14])[C:9]([C:5]2[C:4]([F:17])=[CH:3][C:2]([NH:1][S:21]([CH:18]([CH3:20])[CH3:19])(=[O:23])=[O:22])=[C:7]([F:8])[CH:6]=2)=[CH:10][CH:11]=1)#[N:16]. Isolated yield 12.0%. Reaction conditions: temperature 100 celsius. Reactants: NC1=CC(=C(C=C1F)C1=CC=C(N1C)C#N)F (5-(4-amino-2,5-difluorophenyl)-1-methyl-1H-pyrrole-2-carbonitrile), C(C)(C)S(=O)(=O)Cl (isopropyl sulfonyl chloride), N1=CC=CC=C1 (pyridine). Starting materials: C(CCC)C=1N(C(N(N1)C(CC)C1=CC=CC=C1)=O)CC1=CC=C(C=C1)C1=C(C=CC=C1)C1=NN=NN1C(C1=CC=CC=C1)(C1=CC=CC=C1)C1=CC=CC=C1 (5-n-butyl-2,4-dihydro-2-(1-phenylpropyl)-4-[[2'-(N-trityltetrazol-5-yl)biphenyl-4-yl]methyl]-3H-1,2,4-triazol-3-one). Solvent: C(C)(=O)O (acetic acid). Yields the product C(CCC)C=1N(C(N(N1)C(CC)C1=CC=CC=C1)=O)CC1=CC=C(C=C1)C1=C(C=CC=C1)C1=NN=NN1 (5-n-Butyl-2,4-dihydro-2-(1-phenylpropyl)-4-[[2'-(5-tetrazolyl)biphenyl-4-yl]methyl]-3H-1,2,4-triazol-3-one). As a reaction SMILES: [CH2:1]([C:5]1[N:6]([CH2:20][C:21]2[CH:26]=[CH:25][C:24]([C:27]3[CH:32]=[CH:31][CH:30]=[CH:29][C:28]=3[C:33]3[N:37](C(C4C=CC=CC=4)(C4C=CC=CC=4)C4C=CC=CC=4)[N:36]=[N:35][N:34]=3)=[CH:23][CH:22]=2)[C:7](=[O:19])[N:8]([CH:10]([C:13]2[CH:18]=[CH:17][CH:16]=[CH:15][CH:14]=2)[CH2:11][CH3:12])[N:9]=1)[CH2:2][CH2:3][CH3:4]>C(O)(=O)C>[CH2:1]([C:5]1[N:6]([CH2:20][C:21]2[CH:22]=[CH:23][C:24]([C:27]3[CH:32]=[CH:31][CH:30]=[CH:29][C:28]=3[C:33]3[NH:37][N:36]=[N:35][N:34]=3)=[CH:25][CH:26]=2)[C:7](=[O:19])[N:8]([CH:10]([C:13]2[CH:14]=[CH:15][CH:16]=[CH:17][CH:18]=2)[CH2:11][CH3:12])[N:9]=1)[CH2:2][CH2:3][CH3:4]. Procedure: Deprotection of 5-n-butyl-2,4-dihydro-2-(1-phenylpropyl)-4-[[2'-(N-trityltetrazol-5-yl)biphenyl-4-yl]methyl]-3H-1,2,4-triazol-3-one in 67% aqueous acetic acid was accomplished by the procedure of Example 3, Step B. After work-up, the residue was flash chromatographed over silica gel (15 mL for 0.065 mmole, gradient elution using 2-20% MeOH/CH2Cl2, mass spectrum (FAB) 494 (M+1)+, mp 72°-75° C. Reactants: BrC=1CC2=CC=CC=C2C1 (2-bromoindene), C(CC)[Mg]Cl (propylmagnesium chloride). The reagents and catalysts are Cl[Ni]1([P](CCC[P](C2=CC=CC=C2)1C3=CC=CC=C3)(C4=CC=CC=C4)C5=CC=CC=C5)Cl (Ni(dppp)Cl2). The product is C(CC)C=1CC2=CC=CC=C2C1 (2-Propylindene). Yield: 99.8%. RXN SMILES: Br[C:2]1[CH2:3][C:4]2[C:9]([CH:10]=1)=[CH:8][CH:7]=[CH:6][CH:5]=2.[CH2:11]([Mg]Cl)[CH2:12][CH3:13]>Cl[Ni]1(Cl)[P](C2C=CC=CC=2)(C2C=CC=CC=2)CCC[P]1(C1C=CC=CC=1)C1C=CC=CC=1>[CH2:11]([C:2]1[CH2:3][C:4]2[C:9]([CH:10]=1)=[CH:8][CH:7]=[CH:6][CH:5]=2)[CH2:12][CH3:13] |^1:18,34|. Procedure details: To an oven-dried 250 mL round bottom flask containing a magnetic stir bar and equipped with a reflux condenser and vacuum adapter was added 2-bromoindene (15.0 g, 76.9 mmol) and Ni(dppp)Cl2 (0.42 g, 0.77 mmol) (dppp=1,3-bis(diphenyl-phosphino)propane). The flask was stoppered and evacuated. Deoxygenated anhydrous diethyl ether (150 mL) was added via cannula under argon at -78° C. The reaction was stirred under argon without exterior cooling as 42 mL of a 2.0 M propylmagnesium chloride in ether s... RXN SMILES: [O:1]1CCO[CH:2]1[CH2:6][N:7]1[C:12](=[O:13])[CH:11]=[N:10][C:9]2[CH:14]=[CH:15][C:16]([O:18][CH3:19])=[N:17][C:8]1=2.FC(F)(F)C(O)=O>>[CH3:19][O:18][C:16]1[CH:15]=[CH:14][C:9]2[N:10]=[CH:11][C:12](=[O:13])[N:7]([CH2:6][CH:2]=[O:1])[C:8]=2[N:17]=1. Conditions: time 5 hour. The product is COC=1C=CC2=C(N(C(C=N2)=O)CC=O)N1 ((6-methoxy-3-oxopyrido(2,3-b)pyrazin-4(3H)-yl)acetaldehyde). Procedure: To 0.21 g of 4-(1,3-dioxolan-2-ylmethyl)-6-methoxypyrido(2,3-b)pyrazin-3(4H)-one, 10 mL of an 80% aqueous trifluoroacetic acid solution was added, and the mixture was stirred at room temperature for 5 hours and then left overnight. The solvent was distilled off under reduced pressure. The resultant residue was charged with ethyl acetate and water and adjusted to pH 7.0 with a 1 mol/L aqueous sodium hydroxide solution. The organic layer was separated, and the aqueous layer was extracted with ethy... The yield is 102.9%. Starting materials: O1C(OCC1)CN1C2=C(N=CC1=O)C=CC(=N2)OC (4-(1,3-dioxolan-2-ylmethyl)-6-methoxypyrido(2,3-b)pyrazin-3(4H)-one), FC(C(=O)O)(F)F (trifluoroacetic acid). Starting materials: CCCCC1CN(Cc2ccccc2)CCC1O, CO, [H][H], [OH-], [OH-], [Pd+2]. Yields the product CCCCC1CNCCC1O. Reaction SMILES: [CH2:1]([c:2]1[cH:3][cH:4][cH:5][cH:6][cH:7]1)[N:8]1[CH2:9][CH:10]([CH2:15][CH2:16][CH2:17][CH3:18])[CH:11]([OH:14])[CH2:12][CH2:13]1.[CH3:19][OH:20].[H:21][H:22].[OH-:23].[OH-:25].[Pd+2:24]>>[NH:8]1[CH2:9][CH:10]([CH2:15][CH2:16][CH2:17][CH3:18])[CH:11]([OH:14])[CH2:12][CH2:13]1. The reactants are ClC1=CC=C(CNC(=O)C=2C=NC3=CC=C(C=C3C2O)CN2CCOCC2)C=C1 (N-(4-chlorobenzyl)-4-hydroxy-6-(4-morpholinylmethyl)-3-quinolinecarboxamide), C1(=CC=CC=C1)P(C1=CC=CC=C1)C1=CC=CC=C1 (triphenylphosphine), C(#CCCO)O (1,4-butyne diol), N(=NC(=O)OCC)C(=O)OCC (diethyl azodicarboxylate). Solvent: C1CCOC1 (THF). Conditions: time 8 hour. Yields the product ClC1=CC=C(CNC(=O)C2=CN(C3=CC=C(C=C3C2=O)CN2CCOCC2)CC#CCO)C=C1 (N-(4-Chlorobenzyl)-1-(4-hydroxy-2-butynyl)-6-(4-morpholinylmethyl)-4-oxo-1,4-dihydro-3-quinolinecarboxamide). The yield is 68.7%. As a reaction SMILES: [Cl:1][C:2]1[CH:29]=[CH:28][C:5]([CH2:6][NH:7][C:8]([C:10]2[CH:11]=[N:12][C:13]3[C:18]([C:19]=2[OH:20])=[CH:17][C:16]([CH2:21][N:22]2[CH2:27][CH2:26][O:25][CH2:24][CH2:23]2)=[CH:15][CH:14]=3)=[O:9])=[CH:4][CH:3]=1.C1(P(C2C=CC=CC=2)C2C=CC=CC=2)C=CC=CC=1.[C:49](O)#[C:50][CH2:51][CH2:52][OH:53].N(C(OCC)=O)=NC(OCC)=O>C1COCC1>[Cl:1][C:2]1[CH:29]=[CH:28][C:5]([CH2:6][NH:7][C:8]([C:10]2[C:19](=[O:20])[C:18]3[C:13](=[CH:14][CH:15]=[C:16]([CH2:21][N:22]4[CH2:23][CH2:24][O:25][CH2:26][CH2:27]4)[CH:17]=3)[N:12]([CH2:49][C:50]#[C:51][CH2:52][OH:53])[CH:11]=2)=[O:9])=[CH:4][CH:3]=1. Procedure details: A dry flask containing N-(4-chlorobenzyl)-4-hydroxy-6-(4-morpholinylmethyl)-3-quinolinecarboxamide (0.20 gm) from Preparation No. 40 in dry THF (5 mL) under an argon atmosphere is added triphenylphosphine (393 mg), 1,4-butyne diol (0.45 gm) and diethyl azodicarboxylate (0.18 mL). The mixture is stirred at room temperature overnight, concentrated under reduced pressure and adsorbed onto silica gel. The crude product is purified by flash column chromatography eluting with 2% to 6% methanol in dich...